From a dataset of the Open Reaction Database (ORD), a public repository of structured organic reaction records. describe an organic reaction: reactants, conditions, products, and yield Reported procedure: Starting from ethyl 4-chloro-6-methyl-5H-pyrrolo[3,2-d]pyrimidine-7-carboxylate (example A4) and 2-(2-cyclopropylmethoxy-5-fluoro-phenyl)-4,4,5,5-tetramethyl-[1,3,2]dioxaborolane (example B.c4) the title compound is obtained as off-white solid. Yields the product C1(CC1)COC1=C(C=C(C=C1)F)C=1C2=C(N=CN1)C(=C(N2)C)C(=O)OCC (Ethyl 4-(2-Cyclopropylmethoxy-5-fluoro-phenyl)-6-methyl-5H-pyrrolo[3,2-d]pyrimidine-7-carboxylate). The reactants are ClC=1C2=C(N=CN1)C(=C(N2)C)C(=O)OCC (ethyl 4-chloro-6-methyl-5H-pyrrolo[3,2-d]pyrimidine-7-carboxylate), C1(CC1)COC1=C(C=C(C=C1)F)B1OC(C(O1)(C)C)(C)C (2-(2-cyclopropylmethoxy-5-fluoro-phenyl)-4,4,5,5-tetramethyl-[1,3,2]dioxaborolane). Reaction SMILES: Cl[C:2]1[C:3]2[NH:10][C:9]([CH3:11])=[C:8]([C:12]([O:14][CH2:15][CH3:16])=[O:13])[C:4]=2[N:5]=[CH:6][N:7]=1.[CH:17]1([CH2:20][O:21][C:22]2[CH:27]=[CH:26][C:25]([F:28])=[CH:24][C:23]=2B2OC(C)(C)C(C)(C)O2)[CH2:19][CH2:18]1>>[CH:17]1([CH2:20][O:21][C:22]2[CH:23]=[CH:24][C:25]([F:28])=[CH:26][C:27]=2[C:2]2[C:3]3[NH:10][C:9]([CH3:11])=[C:8]([C:12]([O:14][CH2:15][CH3:16])=[O:13])[C:4]=3[N:5]=[CH:6][N:7]=2)[CH2:18][CH2:19]1. Starting materials: O=S(=O)(Nc1ccc(C(F)(F)F)cn1)c1cc(Br)ccc1Cl, O=C([O-])[O-], COCCOC, Cc1nc(N)ncc1B1OC(C)(C)C(C)(C)O1, CCOC(C)=O, [Na+], [Na+]. Product: Cc1nc(N)ncc1-c1ccc(Cl)c(S(=O)(=O)Nc2ccc(C(F)(F)F)cn2)c1. RXN SMILES: [Br:1][c:2]1[cH:3][cH:4][c:5]([Cl:22])[c:6]([S:8](=[O:9])(=[O:10])[NH:11][c:12]2[n:13][cH:14][c:15]([C:18]([F:19])([F:20])[F:21])[cH:16][cH:17]2)[cH:7]1.[C:46](=[O:47])([O-:48])[O-:49].[CH3:23][O:24][CH2:25][CH2:26][O:27][CH3:28].[CH3:29][c:30]1[n:31][c:32]([NH2:45])[n:33][cH:34][c:35]1[B:36]1[O:37][C:38]([CH3:39])([CH3:40])[C:41]([CH3:42])([CH3:43])[O:44]1.[CH3:52][CH2:53][O:54][C:55](=[O:56])[CH3:57].[Na+:50].[Na+:51]>>[c:2]1(-[c:35]2[c:30]([CH3:29])[n:31][c:32]([NH2:45])[n:33][cH:34]2)[cH:3][cH:4][c:5]([Cl:22])[c:6]([S:8](=[O:9])(=[O:10])[NH:11][c:12]2[n:13][cH:14][c:15]([C:18]([F:19])([F:20])[F:21])[cH:16][cH:17]2)[cH:7]1. Procedure details: 5-Isopropyl-2-(4-formylphenoxyacetyl)benzofuran (18.1 g) was dissolved in 200 ml of methanol. Sodium borohydride (2 g) was added thereto with stirring and cooling with ice and the mixture was stirred for 1 hour. The reaction mixture was poured into aqueous solution of hydrochloric acid and the crystals separated out therefrom were collected by filtration followed by recrystallization from ethyl acetate/n-hexane to give 16.5 g of crystals. M.p. 98°-100° C. As a reaction SMILES: [CH:1]([C:4]1[CH:5]=[CH:6][C:7]2[O:11][C:10]([C:12](=[O:23])[CH2:13][O:14][C:15]3[CH:20]=[CH:19][C:18]([CH:21]=[O:22])=[CH:17][CH:16]=3)=[CH:9][C:8]=2[CH:24]=1)([CH3:3])[CH3:2].[BH4-].[Na+].Cl>CO>[OH:23][CH:12]([C:10]1[O:11][C:7]2[CH:6]=[CH:5][C:4]([CH:1]([CH3:3])[CH3:2])=[CH:24][C:8]=2[CH:9]=1)[CH2:13][O:14][C:15]1[CH:16]=[CH:17][C:18]([CH2:21][OH:22])=[CH:19][CH:20]=1 |f:1.2|. Isolated yield 90.0%. Reactants: [BH4-].[Na+] (Sodium borohydride), C(C)(C)C=1C=CC2=C(C=C(O2)C(COC2=CC=C(C=C2)C=O)=O)C1 (5-Isopropyl-2-(4-formylphenoxyacetyl)benzofuran), Cl (hydrochloric acid). Yields the product OC(COC1=CC=C(C=C1)CO)C=1OC2=C(C1)C=C(C=C2)C(C)C (2-[1-Hydroxy-2-(4-hydroxymethylphenoxy)ethyl]-5-isopropylbenzofuran). Run in CO (methanol). Product: CC1=CC(=NC(=N1)NC1=CC=C(C=C1)F)Cl (6-methyl-4-chloro-2-(4-fluorophenylamino)pyrimidine). The yield is 83.5%. Reported procedure: A reaction mixture of 6-methyl-4-hydroxy-2-(4-fluorophenylamino)pyrimidine (1.74 g, 7.93 mmol) and phosphorus oxychloride was stirred for 1 hour at a room temperature and then dissolved in dichloromethane. Water was added dropwise to the reaction mixture and stirred for 30 minutes. The separated organic layer was washed with 2N NaOH solution, dried over anhydrous magnesium sulfate, and then concentrated under a reduced pressure to give 1.57 g of the titled compound. (Yield 83.5%) Reaction conditions: time 1 hour. The solvent is ClCCl (dichloromethane). As a reaction SMILES: [CH3:1][C:2]1[N:7]=[C:6]([NH:8][C:9]2[CH:14]=[CH:13][C:12]([F:15])=[CH:11][CH:10]=2)[N:5]=[C:4](O)[CH:3]=1.P(Cl)(Cl)([Cl:19])=O.O>ClCCl>[CH3:1][C:2]1[N:7]=[C:6]([NH:8][C:9]2[CH:14]=[CH:13][C:12]([F:15])=[CH:11][CH:10]=2)[N:5]=[C:4]([Cl:19])[CH:3]=1. Starting materials: CC1=CC(=NC(=N1)NC1=CC=C(C=C1)F)O (6-methyl-4-hydroxy-2-(4-fluorophenylamino)pyrimidine), P(=O)(Cl)(Cl)Cl (phosphorus oxychloride), O (Water).